This data is from the Open Reaction Database (ORD), a public repository of structured organic reaction records. The task is: describe an organic reaction: reactants, conditions, products, and yield Reactants: C(C)(=O)OCCC1=CNC=2N=C(N=C(C21)Cl)SC (5-(2-Acetoxyethyl)-4-chloro-2-methylsulfanyl-7H-pyrrolo[2,3-d]pyrimidine), N (ammonia). Run in CO (methanol). Reaction conditions: temperature 40 celsius, time 8 hour. The product is OCCC1=CNC=2N=C(N=C(C21)Cl)SC (5-(2-Hydroxyethyl)4-chloro-2-methylsulfanyl-7H-pyrrolo[2,3-d]pyrimidine). RXN SMILES: C([O:4][CH2:5][CH2:6][C:7]1[C:15]2[C:14]([Cl:16])=[N:13][C:12]([S:17][CH3:18])=[N:11][C:10]=2[NH:9][CH:8]=1)(=O)C.N>CO>[OH:4][CH2:5][CH2:6][C:7]1[C:15]2[C:14]([Cl:16])=[N:13][C:12]([S:17][CH3:18])=[N:11][C:10]=2[NH:9][CH:8]=1. Procedure: The above pyrrolopyrimidine (1.3) (2.14 g, 7.5 mmol) was suspended in 20 ml methanol and 0.880 ammonia (10 ml) added and the solution stirred at 40° C. overnight. The solvent was removed and the product suspended in methanol and filtered to give a pale yellow solid. Yield 0.71 g. A further 1.05 g was isolated by concentration of the mother liquors. Overall yield 1.76 g, 96%. δH 2.52 (3H, s, SCH3), 2.91 (2H, t, J 7.1 Hz, OCH2CH2), 3.65 (2H, t, J 6.9 Hz, OCH2), 4.68 (1H, t, OH), 7.27 (1H, s, H6), ... Starting materials: C(C1=CC=CC=C1)(=O)C1=C(C2=C(S1)C=CC=C2)O (2-benzoyl-benzo[b]-thiophen-3-ol), P(Cl)(Cl)(Cl)(Cl)Cl (phosphorus(V) chloride), CN(CCCN)C (3-(dimethylamino)-propylamine). Product: CN(CCCN\C(=C\1/C(C2=C(S1)C=CC=C2)=O)\C2=CC=CC=C2)C ((E)-2-{[[3-(Dimethylamino)propyl]amino]phenylmethylene}benzo[b]thiophen-3(2H)-one). Yield: 26.0%. As a reaction SMILES: [C:1]([C:9]1[S:13][C:12]2[CH:14]=[CH:15][CH:16]=[CH:17][C:11]=2[C:10]=1[OH:18])(=O)[C:2]1[CH:7]=[CH:6][CH:5]=[CH:4][CH:3]=1.P(Cl)(Cl)(Cl)(Cl)Cl.[CH3:25][N:26]([CH3:31])[CH2:27][CH2:28][CH2:29][NH2:30]>>[CH3:25][N:26]([CH3:31])[CH2:27][CH2:28][CH2:29][NH:30]/[C:1](/[C:2]1[CH:7]=[CH:6][CH:5]=[CH:4][CH:3]=1)=[C:9]1\[C:10](=[O:18])[C:11]2[CH:17]=[CH:16][CH:15]=[CH:14][C:12]=2[S:13]\1. Reported procedure: Prepared as in Example 1 from 2-benzoyl-benzo[b]-thiophen-3-ol, phosphorus(V) chloride and an aqueous solution of 3-(dimethylamino)-propylamine (prepared from 51 gm of diamine and 70 cc of water) with a yield of 26% of theory. The reactants are O=C(O)c1cccc(S(=O)(=O)N2CCCCC2)c1, Nc1ncccc1O. Reaction SMILES: [N:1]1([S:7](=[O:8])(=[O:9])[c:10]2[cH:11][c:12]([C:13](=[O:14])[OH:15])[cH:16][cH:17][cH:18]2)[CH2:2][CH2:3][CH2:4][CH2:5][CH2:6]1.[NH2:19][c:20]1[n:21][cH:22][cH:23][cH:24][c:25]1[OH:26]>>[N:1]1([S:7](=[O:8])(=[O:9])[c:10]2[cH:11][c:12]([C:13](=[O:15])[NH:19][c:20]3[n:21][cH:22][cH:23][cH:24][c:25]3[OH:26])[cH:16][cH:17][cH:18]2)[CH2:2][CH2:3][CH2:4][CH2:5][CH2:6]1. Yields the product O=C(Nc1ncccc1O)c1cccc(S(=O)(=O)N2CCCCC2)c1. The reactants are O=C([O-])[O-], CCOCC, Cl, [Cs+], [Cs+], CCCI, CN(C)C=O, Cc1c(S(=O)(=O)NCC(C)O)sc2ccc(F)cc12. Product: CCCN(CC(C)O)S(=O)(=O)c1sc2ccc(F)cc2c1C. Reaction SMILES: [C:24](=[O:25])([O-:26])[O-:27].[CH3:36][CH2:37][O:38][CH2:39][CH3:40].[ClH:30].[Cs+:28].[Cs+:29].[I:20][CH2:21][CH2:22][CH3:23].[O:31]=[CH:32][N:33]([CH3:34])[CH3:35].[OH:1][CH:2]([CH2:3][NH:4][S:5](=[O:6])(=[O:7])[c:8]1[c:9]([CH3:18])[c:10]2[c:11]([s:12]1)[cH:13][cH:14][c:15]([F:17])[cH:16]2)[CH3:19]>>[OH:1][CH:2]([CH2:3][N:4]([S:5](=[O:6])(=[O:7])[c:8]1[c:9]([CH3:18])[c:10]2[c:11]([s:12]1)[cH:13][cH:14][c:15]([F:17])[cH:16]2)[CH2:21][CH2:22][CH3:23])[CH3:19]. The product is CC1=CC=CC=2COC(=NC21)C=2C(=NC(=CC2)C(F)(F)F)C (8-Methyl-2-[2-methyl-6-(trifluoromethyl)-3-pyridinyl]-4H-3,1-benzoxazine). Procedure: A mixture of the 6-methyl isatoic anhydride (3.92 g, 22.1 mmol) and the acid chloride from Step A (5.45 g, 24.3 mmol) was heated at reflux in pyridine for 16 hours. The dark brown solution was cooled to room temperature and the solvent was removed under reduced pressure. Excess pyridine was removed by azeotrope with toluene. Ether was added and the resulting brown solid was removed by filtration. The solid was taken up in a mixture of aqueous sodium bicarbonate and chloroform, the chloroform ext... As a reaction SMILES: C[C:2]1[CH:3]=[CH:4][CH:5]=[C:6]2[NH:12][C:11](=O)[O:10][C:8](=O)[C:7]=12.[CH3:14][C:15]1[C:20](C(Cl)=O)=[CH:19][CH:18]=[C:17]([C:24]([F:27])([F:26])[F:25])[N:16]=1.N1C=CC=C[CH:29]=1>>[CH3:29][C:5]1[C:6]2[N:12]=[C:11]([C:20]3[C:15]([CH3:14])=[N:16][C:17]([C:24]([F:27])([F:25])[F:26])=[CH:18][CH:19]=3)[O:10][CH2:8][C:7]=2[CH:2]=[CH:3][CH:4]=1. Starting materials: CC=1C=CC=C2C1C(=O)OC(N2)=O (6-methyl isatoic anhydride), CC1=NC(=CC=C1C(=O)Cl)C(F)(F)F (2-Methyl-6-(trifluoromethyl)-3-pyridinecarbonyl chloride), N1=CC=CC=C1 (pyridine). Reactants: CC(C/C=C/C(=O)OCC)C (ethyl (E)-5-methyl-2-hexenoate), [H][H] (hydrogen). The reagents and catalysts are [C].[Pd] (palladium-carbon). The solvent is C(C)O (ethanol). Yields the product CC(CCCC(=O)OCC)C (ethyl 5-methylhexanoate). As a reaction SMILES: [H][H].[CH3:3][CH:4]([CH3:13])[CH2:5]/[CH:6]=[CH:7]/[C:8]([O:10][CH2:11][CH3:12])=[O:9]>C(O)C.[C].[Pd]>[CH3:3][CH:4]([CH3:13])[CH2:5][CH2:6][CH2:7][C:8]([O:10][CH2:11][CH3:12])=[O:9] |f:3.4|. Reported procedure: In 15 ml of ethanol was dissolved ethyl (E)-5-methyl-2-hexenoate, to which was added 0.50 g of 5% palladium-carbon. Under a stream of hydrogen, the mixture was stirred at ambient temperature for 2 hours. The reaction mixture was filtered with Celite, and the solvent was distilled off under reduced pressure. Thus, 2.2 g of ethyl 5-methylhexanoate was obtained as a colorless oily product. The reactants are ClC1=CC=C2C(=C1)NC(C21C(NC(CC1C1=C(C=CC(=C1)Cl)OC(CC)(C(=O)NS(=O)(=O)C)CC)=O)C1=C(C=CC(=C1)Cl)C)=O (racemic (2′S,3S,4′R)-6-chloro-4′-[5-chloro-2-(1-ethyl-1-methanesulfonylaminocarbonyl-propoxy)-phenyl]-2′-(5-chloro-2-methyl-phenyl)-spiro[3H-indole-3,3′-piperidine]-2,6′(1H)-dione), C(C)(=O)OC(C)=O (acetic anhydride). Reagents/catalysts: CN(C)C=1C=CN=CC1 (DMAP). Solvent: C(Cl)Cl (DCM). Conditions: time 2 hour. The product is C(C)(=O)N1C(C2(C(NC(CC2C2=C(C=CC(=C2)Cl)OC(CC)(C(=O)NS(=O)(=O)C)CC)=O)C2=C(C=CC(=C2)Cl)C)C2=CC=C(C=C12)Cl)=O (racemic (2′S,3S,4′R)-1-acetyl-6-chloro-4′-[5-chloro-2-(1-ethyl-1-methanesufonylaminocarbonyl-propoxy)-phenyl]-2′-(5-chloro-2-methyl-phenyl)-spiro[3H-indole-3,3′-piperidine]-2,6′(1H)-dione). Yield: 23.5%. As a reaction SMILES: [Cl:1][C:2]1[CH:7]=[C:6]2[NH:8][C:9](=[O:45])[C:10]3([CH:15]([C:16]4[CH:21]=[C:20]([Cl:22])[CH:19]=[CH:18][C:17]=4[O:23][C:24]([CH2:34][CH3:35])([C:27]([NH:29][S:30]([CH3:33])(=[O:32])=[O:31])=[O:28])[CH2:25][CH3:26])[CH2:14][C:13](=[O:36])[NH:12][CH:11]3[C:37]3[CH:42]=[C:41]([Cl:43])[CH:40]=[CH:39][C:38]=3[CH3:44])[C:5]2=[CH:4][CH:3]=1.[C:46](OC(=O)C)(=[O:48])[CH3:47]>C(Cl)Cl.CN(C1C=CN=CC=1)C>[C:46]([N:8]1[C:6]2[C:5](=[CH:4][CH:3]=[C:2]([Cl:1])[CH:7]=2)[C:10]2([CH:15]([C:16]3[CH:21]=[C:20]([Cl:22])[CH:19]=[CH:18][C:17]=3[O:23][C:24]([CH2:34][CH3:35])([C:27]([NH:29][S:30]([CH3:33])(=[O:32])=[O:31])=[O:28])[CH2:25][CH3:26])[CH2:14][C:13](=[O:36])[NH:12][CH:11]2[C:37]2[CH:42]=[C:41]([Cl:43])[CH:40]=[CH:39][C:38]=2[CH3:44])[C:9]1=[O:45])(=[O:48])[CH3:47]. Reported procedure: At room temperature, to a mixture of racemic (2′S,3S,4′R)-6-chloro-4′-[5-chloro-2-(1-ethyl-1-methanesulfonylaminocarbonyl-propoxy)-phenyl]-2′-(5-chloro-2-methyl-phenyl)-spiro[3H-indole-3,3′-piperidine]-2,6′(1H)-dione (400 mg, 0.58 mmol) and acetic anhydride (71 mg, 0.69 mmol) in DCM (20 mL) was added DMAP (7 mg, 0.06 mmol) slowly. After the mixture was stirred for 2 h, the solution was washed by 0.5N HCl solution twice, dried over anhydrous Na2SO4 and concentrated. The residue was purified by Pr...